This data is from the Open Reaction Database (ORD), a public repository of structured organic reaction records. The task is: describe an organic reaction: reactants, conditions, products, and yield Reactants: BrC1=C2CCN=C(C2=C(C(=C1)OC)OC)C1=CC=CC=C1 (5-bromo-7,8-dimethoxy-1-phenyl-3,4-dihydroisoquinoline), CCO (EtOH), C[O-].[Na+] (sodium methoxide). The reagents and catalysts are [Pd] (palladium). The solvent is CO (MeOH). Yields the product COC1=CC=C2CCNC(C2=C1OC)C1=CC=CC=C1 (7,8-dimethoxy-1-phenyl-1,2,3,4-tetrahydroisoquinoline). The yield is 100.0%. Reaction SMILES: Br[C:2]1[CH:11]=[C:10]([O:12][CH3:13])[C:9]([O:14][CH3:15])=[C:8]2[C:3]=1[CH2:4][CH2:5][N:6]=[C:7]2[C:16]1[CH:21]=[CH:20][CH:19]=[CH:18][CH:17]=1.CCO.C[O-].[Na+]>CO.[Pd]>[CH3:13][O:12][C:10]1[C:9]([O:14][CH3:15])=[C:8]2[C:3]([CH2:4][CH2:5][NH:6][CH:7]2[C:16]2[CH:21]=[CH:20][CH:19]=[CH:18][CH:17]=2)=[CH:2][CH:11]=1 |f:2.3|. Reported procedure: A solution of 5-bromo-7,8-dimethoxy-1-phenyl-3,4-dihydroisoquinoline (450 mg), EtOH (30 mL), 10% palladium-supported carbon (80 mg) and 28% sodium methoxide in MeOH (0.1 mL) was stirred under a hydrogen atmosphere at room temperature overnight. The insoluble materials were subjected to filtration and the filtrate was concentrated to obtain 7,8-dimethoxy-1-phenyl-1,2,3,4-tetrahydroisoquinoline (350 mg). Reactants: ClC1=NC2=C(C=CC=C2C(N1CCCS(=O)(=O)C)=O)I (2-chloro-8-iodo-3-(3-(methylsulfonyl)propyl)quinazolin-4(3H)-one), C(C)(C)(C)N (tert-butylamine). The solvent is CS(=O)C (DMSO), O (water). Reaction conditions: temperature 100 celsius. The product is C(C)(C)(C)NC1=NC2=C(C=CC=C2C(N1CCCS(=O)(=O)C)=O)I (2-(tert-butylamino)-8-iodo-3-(3-(methylsulfonyl)propyl)quinazolin-4(3H)-one). Isolated yield 199.2%. As a reaction SMILES: Cl[C:2]1[N:11]([CH2:12][CH2:13][CH2:14][S:15]([CH3:18])(=[O:17])=[O:16])[C:10](=[O:19])[C:9]2[C:4](=[C:5]([I:20])[CH:6]=[CH:7][CH:8]=2)[N:3]=1.[C:21]([NH2:25])([CH3:24])([CH3:23])[CH3:22]>CS(C)=O.O>[C:21]([NH:25][C:2]1[N:11]([CH2:12][CH2:13][CH2:14][S:15]([CH3:18])(=[O:17])=[O:16])[C:10](=[O:19])[C:9]2[C:4](=[C:5]([I:20])[CH:6]=[CH:7][CH:8]=2)[N:3]=1)([CH3:24])([CH3:23])[CH3:22]. Procedure details: A glass microwave reaction vessel was charged with 2-chloro-8-iodo-3-(3-(methylsulfonyl)propyl)quinazolin-4(3H)-one (50 mg, 0.117 mmol) and tert-butylamine (0.123 mL, 1.172 mmol) in DMSO (0.5 mL). The reaction mixture was stirred and heated in an Initiator microwave reactor (Personal Chemistry, Biotage AB, Inc., Upssala, Sweden) at 100° C. for 1 h. The reaction was repeated on 150 mg scale. The reaction mixture were combined and diluted with water (20 mL). The mixture was extracted with CHCl3/iP... Starting materials: COC1=CC=CC2=C1[C@H]1CCN([C@H]1CC2)CCC (rac-cis-2,3,3a,4,5,9b-hexahydro-9-methoxy-3-propyl-1H-benzo[e]indole), C(=O)(O)[O-].[Na+] (NaHCO3), ice, [OH-].[Na+] (NaOH). RXN SMILES: C[O:2][C:3]1[C:8]2[C@@H:9]3[C@H:13]([CH2:14][CH2:15][C:7]=2[CH:6]=[CH:5][CH:4]=1)[N:12]([CH2:16][CH2:17][CH3:18])[CH2:11][CH2:10]3.[OH-].[Na+].C([O-])(O)=O.[Na+]>Br>[CH2:16]([N:12]1[C@@H:13]2[C@@H:9]([C:8]3[C:3]([OH:2])=[CH:4][CH:5]=[CH:6][C:7]=3[CH2:15][CH2:14]2)[CH2:10][CH2:11]1)[CH2:17][CH3:18] |f:1.2,3.4|. Procedure details: 8.58 g (0.035 mol) of rac-cis-2,3,3a,4,5,9b-hexahydro-9-methoxy-3-propyl-1H-benzo[e]indole were boiled under reflux for 4 hours in 0.5 l of 48 percent aqueous HBr. The mixture was poured into an ice-cold aqueous solution of 200 g (5 mol) of NaOH. Solid NaHCO3 was added thereto and the mixture was extracted three times with CH2Cl2. The combined organic phases were washed with saturated aqueous NaHCO3 and NaCl solutions, dried with Na2SO4, filtered and concentrated. The residue was chromatographed... Yields the product C(CC)N1CC[C@@H]2C3=C(CC[C@H]12)C=CC=C3O (rac-cis-2,3,3a,4,5,9b-hexahydro-3-propyl-1H-benzo[e]indol-9-ol). Isolated yield 79.0%. The solvent is Br (HBr). Starting materials: CC1=CC(=C(C#N)C=C1)NC1=C(C=CC=C1)[N+](=O)[O-] (4-methyl-2-(2-nitro-phenylamino)-benzonitrile), O.O.[Sn](Cl)Cl (tin(II) chloride dihydrate), Cl (HCl). The solvent is C(C)O (ethanol). Reaction conditions: time 8 hour. Yields the product Cl.CC=1C=CC2=C(NC3=C(N=C2N)C=CC=C3)C1 (3-Methyl-5H-dibenzo[b,e][1,4]diazepin-11-ylamine hydrochloride). Isolated yield 49.2%. Reaction SMILES: [CH3:1][C:2]1[CH:9]=[CH:8][C:5]([C:6]#[N:7])=[C:4]([NH:10][C:11]2[CH:16]=[CH:15][CH:14]=[CH:13][C:12]=2[N+:17]([O-])=O)[CH:3]=1.O.O.[Sn](Cl)[Cl:23].Cl>C(O)C>[ClH:23].[CH3:1][C:2]1[CH:9]=[CH:8][C:5]2[C:6]([NH2:7])=[N:17][C:12]3[CH:13]=[CH:14][CH:15]=[CH:16][C:11]=3[NH:10][C:4]=2[CH:3]=1 |f:1.2.3,6.7|. Reported procedure: Combine 4-methyl-2-(2-nitro-phenylamino)-benzonitrile (2.46 g, 9.71 mmol), tin(II) chloride dihydrate (6.57 g, 29.71 mmol), 5N HCl (40 ml), and ethanol (40.0 ml). and stir the mixture at reflux. After 8 hours, cool to ambient temperature. Allow the mixture to stand at ambient temperature overnight and chill for an additional 3 hours in the refrigerator. Remove the resulting precipitate by vacuum filtration and dry it under vacuum to give 1.24 g (49%) of the desired compound as a yellow solid: ma...